The task is: describe an organic reaction: reactants, conditions, products, and yield. This data is from the Open Reaction Database (ORD), a public repository of structured organic reaction records. Starting materials: [H][H] (hydrogen), NC1=NC=CC=C1C=O (2-amino-3-formylpyridine), COC(CC(CCCN1C([C@@H](CC1)CCC(C)=O)=O)C=1C=NC(=CC1)OC)=O (3-(6-Methoxy-pyridin-3-yl)-6-[2-oxo-3(R)-(3-oxo-butyl)-pyrrolidin-1-yl]-hexanoic Acid Methyl Ester), N1[C@H](C(=O)O)CCC1 (proline). Reagents/catalysts: [Pd] (palladium on carbon). Run in C(C)O (ethanol), CO (methanol), C(C)O (ethanol), C(C)(=O)OCC (ethyl acetate). The product is COC(CC(CCCN1C([C@@H](CC1)CCC1=NC=2NCCCC2C=C1)=O)C=1C=NC(=CC1)OC)=O (3-(6-Methoxy-pyridin-3-yl)-6-{2-oxo-3(R)-[2-(5,6,7,8-tetrahydro-[1,8]naphthyridin-2-yl)-ethyl]-pyrrolidin-1-yl}-hexanoic Acid Methyl Ester). RXN SMILES: [NH2:1][C:2]1[C:7]([CH:8]=O)=[CH:6][CH:5]=[CH:4][N:3]=1.[CH3:10][O:11][C:12](=[O:37])[CH2:13][CH:14]([C:29]1[CH:30]=[N:31][C:32]([O:35][CH3:36])=[CH:33][CH:34]=1)[CH2:15][CH2:16][CH2:17][N:18]1[CH2:22][CH2:21][C@@H:20]([CH2:23][CH2:24][C:25](=O)[CH3:26])[C:19]1=[O:28].N1CCC[C@H]1C(O)=O.[H][H]>C(O)C.C(OCC)(=O)C.CO.[Pd]>[CH3:10][O:11][C:12](=[O:37])[CH2:13][CH:14]([C:29]1[CH:30]=[N:31][C:32]([O:35][CH3:36])=[CH:33][CH:34]=1)[CH2:15][CH2:16][CH2:17][N:18]1[CH2:22][CH2:21][C@@H:20]([CH2:23][CH2:24][C:25]2[CH:26]=[CH:8][C:7]3[CH2:6][CH2:5][CH2:4][NH:3][C:2]=3[N:1]=2)[C:19]1=[O:28]. Procedure: A stirred solution of 2-amino-3-formylpyridine (1.40 mmol), 1-13 (420 mg, 1.08 mmol) and proline (162 mg, 1.40 mmol) in ethanol (10 mL) was heated at reflux for 14 h, and the cooled to ambient temperature. The reaction mixture was diluted with ethyl acetate and washed with saturated aqueous sodium hydrogen carbonate, saturated aqueous sodium chloride, and dried over anhydrous magnesium sulfate. The reaction mixture was filtered and concentrated at reduced pressure. The resulting oil was purified... Starting materials: COC1=C(C=C(C=C1)OC)O (2,5-dimethoxyphenol), C(CCC)[Li] (butyllithium), resultant compound, COC1=C(C=O)C=C(C=C1)OC (2,5-dimethoxybenzaldehyde), O1CCCC=C1 (dihydropyran), COC1=C(C=O)C=C(C=C1)OC (2,5-dimethoxybenzaldehyde). The solvent is CCOCC (ether), CN(C)C=O (DMF). Yields the product COC1=C(C(C(=O)O)=C(C=C1)OC)O (3,6-dimethoxysalicylic acid). RXN SMILES: [CH3:1][O:2][C:3]1[CH:8]=[CH:7][C:6]([O:9][CH3:10])=[CH:5][C:4]=1[OH:11].COC1C=CC([O:22][CH3:23])=CC=1C=O.[O:24]1C=CCCC1.C([Li])CCC>CN(C=O)C.CCOCC>[CH3:1][O:2][C:3]1[CH:8]=[CH:7][C:6]([O:9][CH3:10])=[C:5]([C:23]([OH:22])=[O:24])[C:4]=1[OH:11]. Reported procedure: Treatment of 2,5-dimethoxybenzaldehyde with m-chloroperbenzoic acid provides, after workup, 2,5-dimethoxyphenol. Protection of the phenol can be accomplished by formation of a THP ether using dihydropyran and acid. Formylation of the resultant compound can be carried out using butyllithium and DMF. Subsequent acidification liberates the phenol to yield 3,6-dimethoxysalicylic acid. Reactants: [Br-], Br, C=CC(=O)OCCCC, CC(C)=O, COc1c(C)c(C)c(OC)c(Oc2ccc(N)cc2)c1C, O=N[O-], [Na+], O. Yields the product CCCCOC(=O)C(Br)Cc1ccc(Oc2c(C)c(OC)c(C)c(C)c2OC)cc1. Reaction SMILES: [Br-:36].[BrH:1].[CH3:27][CH2:28][CH2:29][CH2:30][O:31][C:32](=[O:33])[CH:34]=[CH2:35].[CH3:38][C:39](=[O:40])[CH3:41].[CH3:6][O:7][c:8]1[c:9]([O:10][c:11]2[cH:12][cH:13][c:14]([NH2:15])[cH:16][cH:17]2)[c:18]([CH3:26])[c:19]([O:24][CH3:25])[c:20]([CH3:23])[c:21]1[CH3:22].[N:2]([O-:3])=[O:4].[Na+:5].[OH2:37]>>[Br:1][CH:34]([C:32]([O:31][CH2:30][CH2:29][CH2:28][CH3:27])=[O:33])[CH2:35][c:14]1[cH:13][cH:12][c:11]([O:10][c:9]2[c:8]([O:7][CH3:6])[c:21]([CH3:22])[c:20]([CH3:23])[c:19]([O:24][CH3:25])[c:18]2[CH3:26])[cH:17][cH:16]1. Starting materials: O=C([O-])[O-], C1CCOC1, COc1cc2ncnc(Cl)c2cc1OC, [Cs+], [Cs+], O=C(Nc1ccc(F)c(O)c1)Nc1cc(C(F)(F)F)nn1-c1ccccc1. Product: COc1cc2ncnc(Oc3cc(NC(=O)Nc4cc(C(F)(F)F)nn4-c4ccccc4)ccc3F)c2cc1OC. As a reaction SMILES: [C:28](=[O:29])([O-:30])[O-:31].[CH2:49]1[O:50][CH2:51][CH2:52][CH2:53]1.[Cl:34][c:35]1[n:36][cH:37][n:38][c:39]2[cH:40][c:41]([O:47][CH3:48])[c:42]([O:45][CH3:46])[cH:43][c:44]12.[Cs+:32].[Cs+:33].[F:1][c:2]1[c:3]([OH:27])[cH:4][c:5]([NH:8][C:9](=[O:10])[NH:11][c:12]2[cH:13][c:14]([C:23]([F:24])([F:25])[F:26])[n:15][n:16]2-[c:17]2[cH:18][cH:19][cH:20][cH:21][cH:22]2)[cH:6][cH:7]1>>[F:1][c:2]1[c:3]([O:27][c:35]2[n:36][cH:37][n:38][c:39]3[cH:40][c:41]([O:47][CH3:48])[c:42]([O:45][CH3:46])[cH:43][c:44]23)[cH:4][c:5]([NH:8][C:9](=[O:10])[NH:11][c:12]2[cH:13][c:14]([C:23]([F:24])([F:25])[F:26])[n:15][n:16]2-[c:17]2[cH:18][cH:19][cH:20][cH:21][cH:22]2)[cH:6][cH:7]1. The reactants are ClC1=C(C(=NC(=C1C(=O)CC(=O)[O-])C)Cl)Cl (4,5,6-trichloro-2-methyl-nicotinoyl-acetate), C(OCC)([O-])[O-] (ethyl orthoformate), C(C)(=O)OC(C)=O (acetic anhydride). Product: ClC1=C(C(=NC(=C1C(=O)C(C(=O)OCC)=COCC)C)Cl)Cl (Ethyl 2-(4,5,6 -trichloro-2-methylnicotinoyl)-3-ethoxy-acrylate). RXN SMILES: [Cl:1][C:2]1[C:7]([C:8]([CH2:10][C:11]([O-:13])=[O:12])=[O:9])=[C:6]([CH3:14])[N:5]=[C:4]([Cl:15])[C:3]=1[Cl:16].[CH:17]([O-])([O-])[O:18][CH2:19][CH3:20].[C:23](OC(=O)C)(=O)[CH3:24]>>[Cl:1][C:2]1[C:7]([C:8]([C:10](=[CH:17][O:18][CH2:19][CH3:20])[C:11]([O:13][CH2:23][CH3:24])=[O:12])=[O:9])=[C:6]([CH3:14])[N:5]=[C:4]([Cl:15])[C:3]=1[Cl:16]. Procedure details: 29.2 g (0.09 mol) of ethyl 2-(4,5,6-trichloro-2-methyl-nicotinoyl-acetate are heated with 20.9 g (0.141 mol) of ethyl orthoformate and 23.9 g (0.23 mol) of acetic anhydride at 150°-160° C. for two hours. All volatile components are removed, initially in vacuo and then under a high vacuum up to 80° C. Reactants: COC=1C=C(C=CC1)SCCCCOC=1C=C2CCC(NC2=CC1)=O (6-[4-(3-methoxyphenyl-mercapto)-butoxy]-3,4-dihydro-carbostyril), OO (hydrogen peroxide). Product: COC=1C=C(C=CC1)S(=O)CCCCOC=1C=C2CCC(NC2=CC1)=O (6-[4-(3-Methoxyphenyl-sulfinyl)-butoxy]-3,4-dihydro-carbostyril). Reaction SMILES: [CH3:1][O:2][C:3]1[CH:4]=[C:5]([S:9][CH2:10][CH2:11][CH2:12][CH2:13][O:14][C:15]2[CH:16]=[C:17]3[C:22](=[CH:23][CH:24]=2)[NH:21][C:20](=[O:25])[CH2:19][CH2:18]3)[CH:6]=[CH:7][CH:8]=1.[OH:26]O>>[CH3:1][O:2][C:3]1[CH:4]=[C:5]([S:9]([CH2:10][CH2:11][CH2:12][CH2:13][O:14][C:15]2[CH:16]=[C:17]3[C:22](=[CH:23][CH:24]=2)[NH:21][C:20](=[O:25])[CH2:19][CH2:18]3)=[O:26])[CH:6]=[CH:7][CH:8]=1. Reported procedure: Prepared analogous to Example 2 from 6-[4-(3-methoxyphenyl-mercapto)-butoxy]-3,4-dihydro-carbostyril and hydrogen peroxide. Yields the product C(C)(C)[C@@H]1CC[C@]2([C@H]1[C@H]1CC[C@@H]3[C@]4(CCC(C([C@@H]4CC[C@]3([C@@]1(CC2)C)C)(C)C)=O)C)C(=O)OCC2=CC=CC=C2 ((1S,3aS,5aR,5bR,7aR,11aR,11bR,13aR,13bR)-benzyl 1-isopropyl-5a,5b,8,8,11a-pentamethyl-9-oxoicosahydro-1H-cyclopenta[a]chrysene-3a-carboxylate). Run at time 4 hour. The solvent is C(Cl)Cl (DCM). Procedure: To a solution of (1S,3aS,5aR,5bR,7aR,9S,11aR,11bR,13aR,13bR)-benzyl 9-hydroxy-1-isopropyl-5a,5b,8,8,11a-pentamethylicosahydro-1H-cyclopenta[a]chrysene-3a-carboxylate (3.3 g, 6.01 mmol) in DCM (50 mL) was added PCC (3.89 g, 18.04 mmol). The reaction mixture was stirred for 4 hours. TLC indicated sm was consumed and desired product was formed. The reaction mixture was concentrated under reduced pressure. The residue was purified by biotage with 0-10% ethyl acetate/hexane to provide the title compo... As a reaction SMILES: [OH:1][C@H:2]1[CH2:19][CH2:18][C@@:17]2([CH3:20])[C@@H:4]([CH2:5][CH2:6][C@:7]3([CH3:38])[C@@H:16]2[CH2:15][CH2:14][C@H:13]2[C@@:8]3([CH3:37])[CH2:9][CH2:10][C@@:11]3([C:27]([O:29][CH2:30][C:31]4[CH:36]=[CH:35][CH:34]=[CH:33][CH:32]=4)=[O:28])[CH2:23][CH2:22][C@@H:21]([CH:24]([CH3:26])[CH3:25])[C@@H:12]32)[C:3]1([CH3:40])[CH3:39].C1C=C[NH+]=CC=1.[O-][Cr](Cl)(=O)=O>C(Cl)Cl>[CH:24]([C@H:21]1[C@@H:12]2[C@@H:13]3[C@@:8]([CH3:37])([CH2:9][CH2:10][C@@:11]2([C:27]([O:29][CH2:30][C:31]2[CH:32]=[CH:33][CH:34]=[CH:35][CH:36]=2)=[O:28])[CH2:23][CH2:22]1)[C@@:7]1([CH3:38])[C@@H:16]([C@:17]2([CH3:20])[C@@H:4]([CH2:5][CH2:6]1)[C:3]([CH3:39])([CH3:40])[C:2](=[O:1])[CH2:19][CH2:18]2)[CH2:15][CH2:14]3)([CH3:26])[CH3:25] |f:1.2|. The reactants are O[C@@H]1C([C@@H]2CC[C@]3([C@@]4(CC[C@@]5([C@@H]([C@H]4CC[C@@H]3[C@]2(CC1)C)[C@@H](CC5)C(C)C)C(=O)OCC5=CC=CC=C5)C)C)(C)C ((1S,3aS,5aR,5bR,7aR,9S,11aR,11bR,13aR,13bR)-benzyl 9-hydroxy-1-isopropyl-5a,5b,8,8,11a-pentamethylicosahydro-1H-cyclopenta[a]chrysene-3a-carboxylate), C=1C=C[NH+]=CC1.[O-][Cr](=O)(=O)Cl (PCC). Solvent: O1CCCC1 (tetrahydrofuran). Conditions: time 8 hour. Reaction SMILES: [Br:1][C:2]1[CH:3]=[CH:4][C:5]2[O:10][C:9]([CH3:12])([CH3:11])[C:8]([CH2:13][NH:14][OH:15])=[C:7]([N:16]3[CH:21]=[CH:20][CH:19]=[CH:18][C:17]3=[O:22])[C:6]=2[CH:23]=1.C[Si]([N:28]=[C:29]=[O:30])(C)C.O.ClCCl>O1CCCC1>[Br:1][C:2]1[CH:3]=[CH:4][C:5]2[O:10][C:9]([CH3:11])([CH3:12])[C:8]([CH2:13][N:14]([OH:15])[C:29]([NH2:28])=[O:30])=[C:7]([N:16]3[CH:21]=[CH:20][CH:19]=[CH:18][C:17]3=[O:22])[C:6]=2[CH:23]=1. Reported procedure: To a solution of 6-bromo-2,2-dimethyl-3-(hydroxyamino)methyl-4-(2-oxo-1,2-dihydropyridin-1-yl)-2H-1-benzopyran (0.300 g, 0.0795 mol) in tetrahydrofuran was added dropwise trimethylsilyl isocyanate (0.22 ml, 0.18 g, 0.0016 mol) at room temperature under nitrogen. The reaction mixture was stirred overnight at room temperature. Water and dichloromethane were added. The organic layer was separated, dried and evaporated to give crude product which was chromatographed on silica gel, eluting with dichl... The reactants are BrC=1C=CC2=C(C(=C(C(O2)(C)C)CNO)N2C(C=CC=C2)=O)C1 (6-bromo-2,2-dimethyl-3-(hydroxyamino)methyl-4-(2-oxo-1,2-dihydropyridin-1-yl)-2H-1-benzopyran), C[Si](C)(C)N=C=O (trimethylsilyl isocyanate), O (Water), ClCCl (dichloromethane). The yield is 35.7%. Product: BrC=1C=CC2=C(C(=C(C(O2)(C)C)CN(C(=O)N)O)N2C(C=CC=C2)=O)C1 (6-bromo-2,2-dimethyl-3-(N-hydroxyureido)methyl-4-(2-oxo-1,2-dihydropyridin-1-yl)-2H-1-benzopyran). Starting materials: C(=O)(O)[O-].[Na+] (NaHCO3), C(C1=CC=CC=C1)(=O)OC[C@H]1C([C@H]([C@H]([C@@H]1OC(C1=CC=CC=C1)=O)F)N1C2=NC=NC(=C2N=C1)N)(CO)O ([(1R,3R,4R,5R)-3-(6-amino-9H-9-purinyl)-5-(benzoyloxy)-4-fluoro-2-hydroxy-2-(hydroxymethyl)cyclopentyl]methyl benzoate), 1-bromocarbonyl-methylethylacetate, 1-bromocarbonyl-methylethylacetate. Solvent: C(C)#N (acetonitrile). Run at temperature -30 celsius, time 1 hour. Yields the product C(C1=CC=CC=C1)(=O)OC[C@H]1C([C@H]([C@H]([C@@H]1OC(C1=CC=CC=C1)=O)F)N1C2=NC=NC(=C2N=C1)N)=C ((+)-[(1R,3R,4R,5R)-3-(6-amino-9H-9-purinyl)-5-(benzoyloxy)-4-fluoro-2-methylenecyclopentyl]methyl benzoate). Isolated yield 67.7%. RXN SMILES: [C:1]([O:9][CH2:10][C@@H:11]1[C@@H:15]([O:16][C:17](=[O:24])[C:18]2[CH:23]=[CH:22][CH:21]=[CH:20][CH:19]=2)[C@H:14]([F:25])[C@H:13]([N:26]2[CH:34]=[N:33][C:32]3[C:27]2=[N:28][CH:29]=[N:30][C:31]=3[NH2:35])[C:12]1(O)[CH2:36]O)(=[O:8])[C:2]1[CH:7]=[CH:6][CH:5]=[CH:4][CH:3]=1.C([O-])(O)=O.[Na+]>C(#N)C>[C:1]([O:9][CH2:10][C@@H:11]1[C@@H:15]([O:16][C:17](=[O:24])[C:18]2[CH:23]=[CH:22][CH:21]=[CH:20][CH:19]=2)[C@H:14]([F:25])[C@H:13]([N:26]2[CH:34]=[N:33][C:32]3[C:27]2=[N:28][CH:29]=[N:30][C:31]=3[NH2:35])[C:12]1=[CH2:36])(=[O:8])[C:2]1[CH:3]=[CH:4][CH:5]=[CH:6][CH:7]=1 |f:1.2|. Procedure details: Compound 13 (260 mg, 0.50 mmol) was dissolved in moist acetonitrile (9 μL H2O was added into 10 mL anhydrous acetonitrile) and cooled to −30° C. Excess 1-bromocarbonyl-methylethylacetate (0.54 mL, 3.68 mmol) was added dropwise into the mixture and allowed to warm up to room temperature. After stirring at room temperature for 1 h, the reaction mixture was again cooled to −30° C. and additional 1-bromocarbonyl-methylethylacetate (0.2 mL, 1.47 mmol) was added. Crushed ice was added to quenched the ...